This data is from the Open Reaction Database (ORD), a public repository of structured organic reaction records. The task is: describe an organic reaction: reactants, conditions, products, and yield Starting materials: BrC1=NC(=CC(=C1)S(=O)(=O)C1=CC=C(C=C1)N)Br (4-(2,6-dibromopyridine-4-sulphonyl)-phenylamine), O1CCOCC1 (dioxane), NCCCO (3-amino-1-propanol). Run at time 18 hour. Yields the product NC1=CC=C(C=C1)S(=O)(=O)C=1C=C(C=C(C1)Br)NCCCO (3-[3-(4-aminobenzenesulphonyl)-5-bromophenylamino]-propan-1-ol). Isolated yield 80.0%. As a reaction SMILES: Br[C:2]1[CH:7]=[C:6]([S:8]([C:11]2[CH:16]=[CH:15][C:14]([NH2:17])=[CH:13][CH:12]=2)(=[O:10])=[O:9])[CH:5]=[C:4]([Br:18])[N:3]=1.N[CH2:20][CH2:21][CH2:22][OH:23].O1CCOC[CH2:25]1>>[NH2:17][C:14]1[CH:15]=[CH:16][C:11]([S:8]([C:6]2[CH:7]=[C:2]([NH:3][CH2:20][CH2:21][CH2:22][OH:23])[CH:25]=[C:4]([Br:18])[CH:5]=2)(=[O:10])=[O:9])=[CH:12][CH:13]=1. Procedure: 0.20 g (0.00051 mol) of 4-(2,6-dibromopyridine-4-sulphonyl)-phenylamine was dissolved in 10 ml dioxane and treated with 3.8 ml of 3-amino-1-propanol. The mixture was stirred at room temperature for 18 hrs., the solvent was removed and the residue was chromatographed on silica gel with ethyl acetate/hexane 1:1 and finally with pure ethyl acetate. There was obtained 0.158 g (80%) of 3-[3-(4-aminobenzenesulphonyl)-5-bromophenylamino]-propan-1-ol as a brownish oil. MS (ISP): me/e=388, 386 (C14H17BrN... Reaction SMILES: [O-:1][C:2]#[N:3].[K+].[C:5]([NH:10][NH2:11])([CH2:8][CH3:9])([CH3:7])[CH3:6].Cl>O>[C:5]([NH:10][NH:11][C:2]([NH2:3])=[O:1])([CH2:8][CH3:9])([CH3:7])[CH3:6] |f:0.1|. Run in O (water). Procedure: 13.6 g of potassium cyanate are added to a mixture of 17 g of tert-pentylhydrazine and 30 ml of water cooled in an ice bath and 16.5 g of conc. hydrochloric acid are then added dropwise. The mixture is stirred at room temperature for 3 h and the solid is filtered off with suction, washed with water and dried in vacuo. Product: C(C)(C)(CC)NNC(=O)N (1-tert-Pentyl semicarbazide). Reaction conditions: time 3 hour. Reactants: [O-]C#N.[K+] (potassium cyanate), C(C)(C)(CC)NN (tert-pentylhydrazine), Cl (hydrochloric acid). Reactants: CO, COC(=O)c1cc(F)c([N+](=O)[O-])cc1N, N. The product is NC(=O)c1cc(F)c([N+](=O)[O-])cc1N. As a reaction SMILES: [CH3:17][OH:18].[NH2:1][c:2]1[c:3]([C:4](=[O:5])[O:6][CH3:7])[cH:8][c:9]([F:15])[c:10]([N+:12](=[O:13])[O-:14])[cH:11]1.[NH3:16]>>[NH2:1][c:2]1[c:3]([C:4](=[O:5])[NH2:16])[cH:8][c:9]([F:15])[c:10]([N+:12](=[O:13])[O-:14])[cH:11]1. As a reaction SMILES: [C:1]12[CH2:15][CH2:14][C:13](=[O:16])[C:12]=1[CH2:11][CH2:10][CH2:9][CH2:8][CH2:7][CH2:6][CH2:5][CH2:4][CH2:3][CH2:2]2.[CH:17]([C:20]1[CH:25]=[CH:24][CH:23]=[C:22]([CH:26]([CH3:28])[CH3:27])[C:21]=1[N:29]=[C:30]=[O:31])([CH3:19])[CH3:18].C([N-]C(C)C)(C)C.[Li+]>>[CH3:19][CH:17]([C:20]1[CH:25]=[CH:24][CH:23]=[C:22]([CH:26]([CH3:27])[CH3:28])[C:21]=1[NH:29][C:30]([CH:14]1[C:13](=[O:16])[C:12]2[CH2:11][CH2:10][CH2:9][CH2:8][CH2:7][CH2:6][CH2:5][CH2:4][CH2:3][CH2:2][C:1]=2[CH2:15]1)=[O:31])[CH3:18] |f:2.3|. Reported procedure: The title compound, mp 225°-229° C., was prepared from bicyclo[10.3.0]pentadec-12(1)-en-13 one (5.0 g, 0.022 mol), 2,6-diisopropylphenyl isocyanate (4.60 g, 0.022 mol), and lithium diisopropylamide (0.022 mol) using the procedure described in Example 1. ##STR12## Starting materials: C1=2CCCCCCCCCCC2C(CC1)=O (bicyclo[10.3.0]pentadec-12(1)-en-13 one), C(C)(C)C1=C(C(=CC=C1)C(C)C)N=C=O (2,6-diisopropylphenyl isocyanate), C(C)(C)[N-]C(C)C.[Li+] (lithium diisopropylamide). The product is CC(C)C1=C(C(=CC=C1)C(C)C)NC(=O)C1CC2=C(CCCCCCCCCC2)C1=O (N-[2,6-bis(1-methylethyl) phenyl]-2,3,4,5,6,7,8,9,10,11,12,13-dodecahydro-1-oxo-1H-cyclopentacyclododecene-2-carboxamide). The product is C(C1=CC=CC=C1)OC(=O)N1CCN(CCN(CC1)CCBr)C(=O)OCC1=CC=CC=C1 (N,N′-Bis(benzyloxycarbonyl)-N″-(2-bromoethyl)-1,4,7-triazacyclononane). The reactants are C(C1=CC=CC=C1)OC(=O)N1CCN(CCNCC1)C(=O)OCC1=CC=CC=C1 (N,N′-bis(benzyloxycarbonyl)-1,4,7-triazacyclononane), BrC(C)Br (dibromoethane), C([O-])([O-])=O.[K+].[K+] (potassium carbonate). Reported procedure: From N,N′-bis(benzyloxycarbonyl)-1,4,7-triazacyclononane (1.3.13.9), dibromoethane and potassium carbonate. RXN SMILES: [CH2:1]([O:8][C:9]([N:11]1[CH2:19][CH2:18][NH:17][CH2:16][CH2:15][N:14]([C:20]([O:22][CH2:23][C:24]2[CH:29]=[CH:28][CH:27]=[CH:26][CH:25]=2)=[O:21])[CH2:13][CH2:12]1)=[O:10])[C:2]1[CH:7]=[CH:6][CH:5]=[CH:4][CH:3]=1.[Br:30][CH:31](Br)[CH3:32].C(=O)([O-])[O-].[K+].[K+]>>[CH2:1]([O:8][C:9]([N:11]1[CH2:19][CH2:18][N:17]([CH2:32][CH2:31][Br:30])[CH2:16][CH2:15][N:14]([C:20]([O:22][CH2:23][C:24]2[CH:29]=[CH:28][CH:27]=[CH:26][CH:25]=2)=[O:21])[CH2:13][CH2:12]1)=[O:10])[C:2]1[CH:3]=[CH:4][CH:5]=[CH:6][CH:7]=1 |f:2.3.4|.